This data is from the Open Reaction Database (ORD), a public repository of structured organic reaction records. The task is: describe an organic reaction: reactants, conditions, products, and yield Starting materials: CN(C)CCCl, Cl, [H-], O=[N+]([O-])c1ccc2c(c1)OCCN2, [Na+], CN(C)C=O, O. Product: CN(C)CCN1CCOc2cc([N+](=O)[O-])ccc21. Reaction SMILES: [Cl:17][CH2:18][CH2:19][N:20]([CH3:21])[CH3:22].[ClH:16].[H-:15].[N+:1](=[O:2])([O-:3])[c:4]1[cH:5][cH:6][c:7]2[c:8]([cH:13]1)[O:9][CH2:10][CH2:11][NH:12]2.[Na+:14].[O:24]=[CH:25][N:26]([CH3:27])[CH3:28].[OH2:23]>>[N+:1](=[O:2])([O-:3])[c:4]1[cH:5][cH:6][c:7]2[c:8]([cH:13]1)[O:9][CH2:10][CH2:11][N:12]2[CH2:18][CH2:19][N:20]([CH3:21])[CH3:22]. Starting materials: ClC=1C=C(C=CC1N1C=NC(=C1)C)NC(=S)N ([3-chloro-4-(4-methyl-imidazol-1-yl)-phenyl]-thiourea), BrC1C(C(CCC1)C1=CC=CC=C1)=O (2-bromo-6-phenyl-cyclohexanone). Run in C(C)O (ethanol). Product: ClC=1C=C(C=CC1N1C=NC(=C1)C)NC=1SC2=C(N1)C(CCC2)C2=CC=CC=C2 ([3-Chloro-4-(4-methyl-imidazol-1-yl)-phenyl]-(4-phenyl-4,5,6,7-tetrahydro-benzothiazol-2-yl)-amine). The yield is 47.5%. RXN SMILES: [Cl:1][C:2]1[CH:3]=[C:4]([NH:14][C:15]([NH2:17])=[S:16])[CH:5]=[CH:6][C:7]=1[N:8]1[CH:12]=[C:11]([CH3:13])[N:10]=[CH:9]1.Br[CH:19]1[CH2:24][CH2:23][CH2:22][CH:21]([C:25]2[CH:30]=[CH:29][CH:28]=[CH:27][CH:26]=2)[C:20]1=O>C(O)C>[Cl:1][C:2]1[CH:3]=[C:4]([NH:14][C:15]2[S:16][C:27]3[CH2:28][CH2:29][CH2:30][CH:25]([C:21]4[CH:22]=[CH:23][CH:24]=[CH:19][CH:20]=4)[C:26]=3[N:17]=2)[CH:5]=[CH:6][C:7]=1[N:8]1[CH:12]=[C:11]([CH3:13])[N:10]=[CH:9]1. Procedure details: A suspension of [3-chloro-4-(4-methyl-imidazol-1-yl)-phenyl]-thiourea (66.7 mg, 0.25 mmol) and of 2-bromo-6-phenyl-cyclohexanone (63.3 mg, 0.25 mmol) in ethanol (4 mL) was stirred at room temperature for 30 minutes and then heated for two days to reflux under an atmosphere of nitrogen. After cooling to room temperature the solvent was evaporated under reduced pressure and the residue was purified on silica gel with dichloromethane and then with dichloromethane/methanol (19:1 v/v) as eluent to yi... The reactants are O1C2=C(C(=C1)CCN)C=CC=C2 (2-(3-benzo[b]furanyl)ethylamine), C(=O)OCC (ethyl formate), Cl (HCl). Yields the product C(=O)NCCC=1C2=C(OC1)C=CC=C2 (3-(2-Formamidoethyl)benzo[b]furan). Reaction SMILES: [O:1]1[CH:5]=[C:4]([CH2:6][CH2:7][NH2:8])[C:3]2[CH:9]=[CH:10][CH:11]=[CH:12][C:2]1=2.[CH:13](OCC)=[O:14].Cl>>[CH:13]([NH:8][CH2:7][CH2:6][C:4]1[C:3]2[CH:9]=[CH:10][CH:11]=[CH:12][C:2]=2[O:1][CH:5]=1)=[O:14]. Procedure details: A solution of 2.35 g (0.015 mole) of 2-(3-benzo[b]furanyl)ethylamine and 5 mL of ethyl formate was heated at 60° C. for 3 hours, into 2N HCl and washed with methylene chloride which in turn was washed with 5% sodium hydroxide (w/v), dried (MgSO4), filtered and concentrated to give 2.70 g of product. Reactants: C(=O)(O)CCC1=CNC=2CCCC(C12)=O (3-Carboxyethyl-4-oxo-4,5,6,7-tetrahydro-1H-indole), S(O)(O)(=O)=O (sulfuric acid), C(C)O (ethanol). Product: C(C)OC(CCC1=CNC=2CCCC(C12)=O)=O (3-(3-Ethoxy-3-oxopropyl)-4-oxo-4,5,6,7-tetrahydro-1H-indole). Yield: 99.0%. Reaction SMILES: [C:1]([CH2:4][CH2:5][C:6]1[C:14]2[C:13](=[O:15])[CH2:12][CH2:11][CH2:10][C:9]=2[NH:8][CH:7]=1)([OH:3])=[O:2].S(=O)(=O)(O)O.[CH2:21](O)[CH3:22]>>[CH2:21]([O:2][C:1](=[O:3])[CH2:4][CH2:5][C:6]1[C:14]2[C:13](=[O:15])[CH2:12][CH2:11][CH2:10][C:9]=2[NH:8][CH:7]=1)[CH3:22]. Procedure details: 3-Carboxyethyl-4-oxo-4,5,6,7-tetrahydro-1H-indole (3, 52.0 g, 0.251 mol) in ethanol (100 mL) was added with sulfuric acid (1.0 mL). The reaction mixture was heated at reflux for 12 h. The solution was concentrated under reduced pressure and the resultant solids were washed with water (200 mL×2). The solids were air-dried to give 3-(3-ethoxy-3-oxopropyl)-4-oxo-4,5,6,7-tetrahydro-1H-indole (4, 59.0 g, 0.251 mol) as yellow solids in >99% yield. Reactants: OCCN1CCN(c2cccc(Cl)c2Cl)CC1, O=CCCCNC(=O)c1ccccc1. Product: O=CCN1CCN(c2cccc(Cl)c2Cl)CC1. RXN SMILES: [Cl:1][c:2]1[c:3]([N:9]2[CH2:10][CH2:11][N:12]([CH2:15][CH2:16][OH:17])[CH2:13][CH2:14]2)[cH:4][cH:5][cH:6][c:7]1[Cl:8].[O:18]=[CH:19][CH2:20][CH2:21][CH2:22][NH:23][C:24](=[O:25])[c:26]1[cH:27][cH:28][cH:29][cH:30][cH:31]1>>[Cl:1][c:2]1[c:3]([N:9]2[CH2:10][CH2:11][N:12]([CH2:15][CH:16]=[O:17])[CH2:13][CH2:14]2)[cH:4][cH:5][cH:6][c:7]1[Cl:8].